Dataset: the Open Reaction Database (ORD), a public repository of structured organic reaction records. Task: describe an organic reaction: reactants, conditions, products, and yield The reactants are [Al+3], CCCCC1CN(CCc2ccccc2)CCC1=NO, C1CCOC1, [H-], [H-], [H-], [H-], [Li+], [Na+], O=C([O-])O. Product: CCCCC1CN(CCc2ccccc2)CCC1N. As a reaction SMILES: [Al+3:22].[CH2:1]([CH2:2][CH2:3][CH3:4])[CH:5]1[CH2:6][N:7]([CH2:13][CH2:14][c:15]2[cH:16][cH:17][cH:18][cH:19][cH:20]2)[CH2:8][CH2:9][C:10]1=[N:11][OH:12].[CH2:32]1[O:33][CH2:34][CH2:35][CH2:36]1.[H-:21].[H-:24].[H-:25].[H-:26].[Li+:23].[Na+:31].[O-:27][C:28]([OH:29])=[O:30]>>[CH2:1]([CH2:2][CH2:3][CH3:4])[CH:5]1[CH2:6][N:7]([CH2:13][CH2:14][c:15]2[cH:16][cH:17][cH:18][cH:19][cH:20]2)[CH2:8][CH2:9][CH:10]1[NH2:11]. Reactants: [OH-].[Na+] (sodium hydroxide), ClC1=CC=C(C=C1)CN1C(=NC2=C1C(CCC2)CC(=O)OCC)C2CCCC2 (Ethyl {1-[(4-chlorophenyl)methyl]-2-cyclopentyl-4,5,6,7-tetrahydro-1H-benzimidazol-7-yl}acetate), O (water). Solvent: C(C)#N (acetonitrile), CO (methanol). Conditions: time 24 hour. Product: N.ClC1=CC=C(C=C1)CN1C(=NC2=C1C(CCC2)CC(=O)O)C2CCCC2 ({1-[(4-chlorophenyl)methyl]-2-cyclopentyl-4,5,6,7-tetrahydro-1H-benzimidazol-7-yl}acetic acid ammonia salt). Reaction SMILES: [Cl:1][C:2]1[CH:7]=[CH:6][C:5]([CH2:8][N:9]2[C:13]3[CH:14]([CH2:18][C:19]([O:21]CC)=[O:20])[CH2:15][CH2:16][CH2:17][C:12]=3[N:11]=[C:10]2[CH:24]2[CH2:28][CH2:27][CH2:26][CH2:25]2)=[CH:4][CH:3]=1.[OH-].[Na+].O>CO.C(#N)C>[NH3:9].[Cl:1][C:2]1[CH:7]=[CH:6][C:5]([CH2:8][N:9]2[C:13]3[CH:14]([CH2:18][C:19]([OH:21])=[O:20])[CH2:15][CH2:16][CH2:17][C:12]=3[N:11]=[C:10]2[CH:24]2[CH2:28][CH2:27][CH2:26][CH2:25]2)=[CH:4][CH:3]=1 |f:1.2,6.7|. Procedure details: Intermediate 51 (170 mg) was dissolved in 2 ml methanol followed by 4 M equivalent of sodium hydroxide and the mixture stirred at room temperature for 24 hr. The reaction mixture was reduced in vacuo and dissolved in a minimum amount of 1:1 acetonitrile:water. This mixture was passed through an SCX ion exchange column (5 g). The column was washed with 1:1 acetonitrile:water, followed by acetonitrile. The product was eluted with 2M ammonia in methanol and reduced in vacuo. LC/MS MH+ 372, Rt 2.12 ... The yield is 70.6%. Run at temperature 0 celsius. The reactants are CN1CCN(CC1)CCO (2-(4-methylpiperazin-1-yl)ethanol), CN1CCOCC1 (NMM), ClC(=O)OC1=CC=C(C=C1)[N+](=O)[O-] (4-Nitrophenyl chloroformate). The solvent is C(Cl)Cl (DCM). Product: C(OCCN1CCN(CC1)C)(OC1=CC=C(C=C1)[N+](=O)[O-])=O (2-(4-methylpiperazin-1-yl)ethyl 4-nitrophenyl carbonate). As a reaction SMILES: Cl[C:2]([O:4][C:5]1[CH:10]=[CH:9][C:8]([N+:11]([O-:13])=[O:12])=[CH:7][CH:6]=1)=[O:3].[CH3:14][N:15]1[CH2:20][CH2:19][N:18]([CH2:21][CH2:22][OH:23])[CH2:17][CH2:16]1.CN1CCOCC1>C(Cl)Cl>[C:2](=[O:3])([O:4][C:5]1[CH:6]=[CH:7][C:8]([N+:11]([O-:13])=[O:12])=[CH:9][CH:10]=1)[O:23][CH2:22][CH2:21][N:18]1[CH2:19][CH2:20][N:15]([CH3:14])[CH2:16][CH2:17]1. Procedure details: 4-Nitrophenyl chloroformate (9.85 g, 49 mmol) was dissolved in DCM (200 mL), and cooled to 0° C. 2-(4-methylpiperazin-1-yl)ethanol (7.2 g, 50 mmol) and NMM (6 mL) were added, and the reaction mixture was allowed to warm gradually to room temperature over 16 hours. The reaction mixture was washed with 1M aq Na2CO3 solution until the yellow colour extracted into the aqueous layer had disappeared. The organic phase was dried (MgSO4), filtered and concentrated in vacuo to give 2-(4-methylpiperazin-1... Reactants: C(C)(C)(C)OC(=O)N1C(CN(CC1C)CC1=CC(=CC=C1)C1=NC(=NC=C1)Cl)C (4-[3-(2-Chloro-pyrimidin-4-yl)-benzyl]-2,6-dimethyl-piperazine-1-carboxylic acid tert-butyl ester), FC=1C=C(C=C(C1)F)CCN (2-(3,5-difluoro-phenyl)-ethylamine), 438. Product: FC=1C=C(C=C(C1)F)CCNC1=NC=CC(=N1)C1=CC(=CC=C1)CN1CC(NC(C1)C)C ([2-(3,5-Difluoro-phenyl)-ethyl]-{4-[3-(3,5-dimethyl-piperazin-1-ylmethyl)-phenyl]-pyrimidin-2-yl}-amine). RXN SMILES: C(OC([N:8]1[CH:13]([CH3:14])[CH2:12][N:11]([CH2:15][C:16]2[CH:21]=[CH:20][CH:19]=[C:18]([C:22]3[CH:27]=[CH:26][N:25]=[C:24](Cl)[N:23]=3)[CH:17]=2)[CH2:10][CH:9]1[CH3:29])=O)(C)(C)C.[F:30][C:31]1[CH:32]=[C:33]([CH2:38][CH2:39][NH2:40])[CH:34]=[C:35]([F:37])[CH:36]=1>>[F:30][C:31]1[CH:32]=[C:33]([CH2:38][CH2:39][NH:40][C:24]2[N:23]=[C:22]([C:18]3[CH:19]=[CH:20][CH:21]=[C:16]([CH2:15][N:11]4[CH2:10][CH:9]([CH3:29])[NH:8][CH:13]([CH3:14])[CH2:12]4)[CH:17]=3)[CH:27]=[CH:26][N:25]=2)[CH:34]=[C:35]([F:37])[CH:36]=1. Procedure: Intermediate 142 was coupled with 2-(3,5-difluoro-phenyl)-ethylamine following procedure F. The resulting product was deprotected following procedure G2. LC-MS showed the product had the expected M+H+ of 438. 1H NMR (Varian 300 MHz, CD3OD, shifts relative to the solvent peak at 3.3 ppm) δ 8.32 (s, 1H) 8.12 (d, 1H)) 7.98 (d, 1H) 7.47 (m, 2H) 7.12 (d, 1H) 6.90 (d, 2H) 6.75 (d, 1H) 3.75 (t, 2H) 3.60 (m, 4H) 3.47 (t, 2H) 2.98 (t, 2H) 2.90 (t, 2H) 1.04 (d, 6H). The reactants are C(C)(=O)OCC (ethyl acetate), [H-].[Na+] (sodium hydride), C(CCC)C=1NC(=C(N1)C#N)C#N (2-butylimidazole-4,5-dicarbonitrile), C(C1=CC=CC=C1)(C1=CC=CC=C1)(C1=CC=CC=C1)Cl (trityl chloride). Run in O (water), CN(C=O)C (N,N-dimethylformamide). Conditions: time 15 minute. The product is C(CCC)C=1N(C(=C(N1)C#N)C#N)C(C1=CC=CC=C1)(C1=CC=CC=C1)C1=CC=CC=C1 (2-Butyl-1-tritylimidazole-4,5-dicarbonitrile). The yield is 82.2%. Reaction SMILES: [H-].[Na+].[CH2:3]([C:7]1[NH:8][C:9]([C:14]#[N:15])=[C:10]([C:12]#[N:13])[N:11]=1)[CH2:4][CH2:5][CH3:6].[C:16](Cl)([C:29]1[CH:34]=[CH:33][CH:32]=[CH:31][CH:30]=1)([C:23]1[CH:28]=[CH:27][CH:26]=[CH:25][CH:24]=1)[C:17]1[CH:22]=[CH:21][CH:20]=[CH:19][CH:18]=1.C(OCC)(=O)C>CN(C)C=O.O>[CH2:3]([C:7]1[N:11]([C:16]([C:17]2[CH:22]=[CH:21][CH:20]=[CH:19][CH:18]=2)([C:29]2[CH:30]=[CH:31][CH:32]=[CH:33][CH:34]=2)[C:23]2[CH:24]=[CH:25][CH:26]=[CH:27][CH:28]=2)[C:10]([C:12]#[N:13])=[C:9]([C:14]#[N:15])[N:8]=1)[CH2:4][CH2:5][CH3:6] |f:0.1|. Procedure details: 1.25 g of sodium hydride (as a 55% w/w dispersion in mineral oil) were added, whilst ice-cooling, to a solution of 5 g of 2-butylimidazole-4,5-dicarbonitrile (prepared as described in Preparation 1) in 50 ml of N,N-dimethylformamide, and the resulting mixture was stirred for 15 minutes. 10 g of trityl chloride were then added, and the reaction mixture was stirred at 50° C. for 6 hours. At the end of this time, it was mixed with ethyl acetate and water, and the product was extracted with ethyl ac... The reactants are NC1[C@@H]2N(C(=C(CS2)C)C(=O)O)C1=O (7-amino-3-methyl-3-cephem-4-carboxylic acid), C[Si](C)(C)CC(=O)N (trimethylsilylacetamide), C(=O)NC=1SC=C(N1)C(C(=O)O)=NOCCOC=O (2-(2-Formamidothiazol-4-yl)-2-(2-formyloxyethoxyimino)acetic acid), P(=O)(Cl)(Cl)Cl (phosphoryl chloride). The solvent is O (water), C(C)(=O)OCC (ethyl acetate), C(C)(=O)OCC (ethyl acetate), CN(C=O)C (N,N-dimethylformamide). Yields the product C(=O)NC=1SC=C(N1)C(C(=O)NC1[C@@H]2N(C(=C(CS2)C)C(=O)O)C1=O)=NOCCOC=O (7-[2-(2-formamidothiazol- 4-yl)-2-(2-formyloxyethoxyimino)acetamido]-3-methyl-3-cephem-4-carboxylic acid). Yield: 46.5%. RXN SMILES: [CH:1]([NH:3][C:4]1[S:5][CH:6]=[C:7]([C:9](=[N:13][O:14][CH2:15][CH2:16][O:17][CH:18]=[O:19])[C:10]([OH:12])=O)[N:8]=1)=[O:2].P(Cl)(Cl)(Cl)=O.[NH2:25][CH:26]1[C:37](=[O:38])[N:28]2[C:29]([C:34]([OH:36])=[O:35])=[C:30]([CH3:33])[CH2:31][S:32][C@H:27]12.C[Si](CC(N)=O)(C)C>C(OCC)(=O)C.O.CN(C)C=O>[CH:1]([NH:3][C:4]1[S:5][CH:6]=[C:7]([C:9](=[N:13][O:14][CH2:15][CH2:16][O:17][CH:18]=[O:19])[C:10]([NH:25][CH:26]2[C:37](=[O:38])[N:28]3[C:29]([C:34]([OH:36])=[O:35])=[C:30]([CH3:33])[CH2:31][S:32][C@H:27]23)=[O:12])[N:8]=1)=[O:2]. Procedure details: 2-(2-Formamidothiazol-4-yl)-2-(2-formyloxyethoxyimino)acetic acid (syn isomer 2.9 g.), N,N-dimethylformamide (0.8 g.), phosphoryl chloride (1.7 g.) and dry ethyl acetate (23 ml.) were treated in a similar manner to that of the Example 1-(1) to give an activated acid solution. The solution was added to a solution of 7-amino-3-methyl-3-cephem-4-carboxylic acid (2.0 g.) and trimethylsilylacetamide (8.6 g.) in dry ethyl acetate (40 ml.) at -10° C. and stirred at the same temperature for an hour. Aft... The reactants are O=C1CCC(=O)N1Br, Cc1ccc(Cc2cccc3ccsc23)cc1, CC#N. Product: Cc1ccc(Cc2cccc3c(Br)csc23)cc1. Reaction SMILES: [Br:18][N:19]1[C:20](=[O:21])[CH2:22][CH2:23][C:24]1=[O:25].[CH3:1][c:2]1[cH:3][cH:4][c:5]([CH2:6][c:7]2[cH:8][cH:9][cH:10][c:11]3[cH:12][cH:13][s:14][c:15]23)[cH:16][cH:17]1.[CH3:26][C:27]#[N:28]>>[CH3:1][c:2]1[cH:3][cH:4][c:5]([CH2:6][c:7]2[cH:8][cH:9][cH:10][c:11]3[c:12]([Br:18])[cH:13][s:14][c:15]23)[cH:16][cH:17]1. Reactants: CC(=O)CC(C)C, CCOC(CCCl)OCC, Cl, O=C(c1ccc(F)cc1)C1CCNCC1, [Na+], [Na+], O=C([O-])[O-], O. Yields the product CCOC(CCN1CCC(C(=O)c2ccc(F)cc2)CC1)OCC. RXN SMILES: [CH3:33][CH:34]([CH3:35])[CH2:36][C:37](=[O:38])[CH3:39].[Cl:1][CH2:2][CH2:3][CH:4]([O:5][CH2:6][CH3:7])[O:8][CH2:9][CH3:10].[ClH:11].[F:12][c:13]1[cH:14][cH:15][c:16]([C:19](=[O:20])[CH:21]2[CH2:22][CH2:23][NH:24][CH2:25][CH2:26]2)[cH:17][cH:18]1.[Na+:27].[Na+:28].[O-:29][C:30](=[O:31])[O-:32].[OH2:40]>>[CH2:2]([CH2:3][CH:4]([O:5][CH2:6][CH3:7])[O:8][CH2:9][CH3:10])[N:24]1[CH2:23][CH2:22][CH:21]([C:19]([c:16]2[cH:15][cH:14][c:13]([F:12])[cH:18][cH:17]2)=[O:20])[CH2:26][CH2:25]1. Starting materials: COc1cc2ncnc(Oc3ccc(N)c(C)c3)c2cc1OC, COc1ccccc1N=C=O, ClC(Cl)Cl. Product: COc1ccccc1NC(=O)Nc1ccc(Oc2ncnc3cc(OC)c(OC)cc23)cc1C. Reaction SMILES: [CH3:1][O:2][c:3]1[cH:4][c:5]2[c:6]([O:15][c:16]3[cH:17][c:18]([CH3:23])[c:19]([NH2:20])[cH:21][cH:22]3)[n:7][cH:8][n:9][c:10]2[cH:11][c:12]1[O:13][CH3:14].[CH3:24][O:25][c:26]1[c:27]([N:32]=[C:33]=[O:34])[cH:28][cH:29][cH:30][cH:31]1.[CH:35]([Cl:36])([Cl:37])[Cl:38]>>[CH3:1][O:2][c:3]1[cH:4][c:5]2[c:6]([O:15][c:16]3[cH:17][c:18]([CH3:23])[c:19]([NH:20][C:33]([NH:32][c:27]4[c:26]([O:25][CH3:24])[cH:31][cH:30][cH:29][cH:28]4)=[O:34])[cH:21][cH:22]3)[n:7][cH:8][n:9][c:10]2[cH:11][c:12]1[O:13][CH3:14]. Reaction SMILES: C([NH:8][C@H:9]([C:31]([OH:33])=[O:32])[CH2:10][S:11]C(C1C=CC=CC=1)(C1C=CC=CC=1)C1C=CC=CC=1)(OC(C)(C)C)=O.C[O:35][C:36](=[O:56])[C@H:37]([CH2:52][CH2:53][S:54][CH3:55])[NH:38][C:39]([C:41]1[C:50]2[C:45](=[CH:46]C=CC=2)[C:44]([NH2:51])=[CH:43][CH:42]=1)=[O:40].[Li+].[OH-]>C1COCC1>[NH2:8][C@H:9]([C:31]([OH:33])=[O:32])[CH2:10][SH:11].[NH2:51][C:44]1[CH:43]=[CH:42][C:41]([C:39]([NH:38][C@H:37]([C:36]([OH:56])=[O:35])[CH2:52][CH2:53][S:54][CH3:55])=[O:40])=[CH:50][C:45]=1[CH3:46] |f:0.1,2.3,5.6|. Yields the product N[C@@H](CS)C(=O)O.NC1=C(C=C(C(=O)N[C@@H](CCSC)C(=O)O)C=C1)C (cysteine 4-amino-3-methylbenzoyl methionine), free acid. The solvent is C1CCOC1 (THF). Conditions: temperature 0 celsius, time 35 minute. Reactants: C(=O)(OC(C)(C)C)N[C@@H](CSC(C1=CC=CC=C1)(C1=CC=CC=C1)C1=CC=CC=C1)C(=O)O.COC([C@@H](NC(=O)C1=CC=C(C2=CC=CC=C12)N)CCSC)=O (N-BOC-S-trityl-cysteine 4-amino-1-naphthoyl methionine methyl ester), [Li+].[OH-] (LiOH). Procedure: N-BOC-S-trityl-cysteine-4-amino-1-naphthoyl methionine methyl ester (83.3 mg, 0.11 mmol) was taken up in THF (0.7 ml) and to this mixture was added 0.5 M LiOH (0.43 ml) at 0° C. The mixture was stirred at 0° C. for 35 minutes. The solvent was removed in vacuo using a cold water bath. The residue was worked up as described for TFA.cysteine-4-amino-3-methylbenzoyl methionine in Example 2, and 74.1 mg of the free acid was obtained. This was then dissolved into CH2Cl2 (1 ml) and Et3SiH (0.015 ml) wa...